This data is from the Open Reaction Database (ORD), a public repository of structured organic reaction records. The task is: describe an organic reaction: reactants, conditions, products, and yield Reactants: ClC1=NC=NC2=CC=CC=C12 (4-chloroquinazoline), C(C)(C)O (isopropanol), [H-].[Na+] (NaH), C(CCCCC)=C1CCC(CC1)O (4-hexylidenecyclohexanol). The solvent is C1CCOC1 (THF), [NH4+].[Cl-].CCOCC (NH4Cl ether). The product is C(CCCCC)=C1CCC(CC1)OC1=NC=NC2=CC=CC=C12 (4-(4-hexylidene-cyclohexyloxy)-quinazoline). As a reaction SMILES: [H-].[Na+].[CH:3](=[C:9]1[CH2:14][CH2:13][CH:12]([OH:15])[CH2:11][CH2:10]1)[CH2:4][CH2:5][CH2:6][CH2:7][CH3:8].Cl[C:17]1[C:26]2[C:21](=[CH:22][CH:23]=[CH:24][CH:25]=2)[N:20]=[CH:19][N:18]=1.C(O)(C)C>C1COCC1.[NH4+].[Cl-].CCOCC>[CH:3](=[C:9]1[CH2:14][CH2:13][CH:12]([O:15][C:17]2[C:26]3[C:21](=[CH:22][CH:23]=[CH:24][CH:25]=3)[N:20]=[CH:19][N:18]=2)[CH2:11][CH2:10]1)[CH2:4][CH2:5][CH2:6][CH2:7][CH3:8] |f:0.1,6.7.8|. Reported procedure: 130 mg (4.3 mmol) of 80% NaH are added to a solution of 0.7 g (3.5 mmol) of 4-hexylidenecyclohexanol in 20 ml of absolute THF, and the mixture is refluxed for 1 hour until deproteination is complete. 0.6 g (3.6 mmol) of 4-chloroquinazoline is subsequently added to the reaction solution at boiling point, and the mixture is refluxed for 3 hours. For working up, 2 ml of isopropanol are added. After cooling, the mixture is taken up in aqueous NH4Cl/ether and the organic phase is dried over MgSO4. Co... The reactants are IC (Iodomethane), N1C=CC2=CC=C(C=C12)C(=O)O (indole-6-carboxylic acid), C([O-])([O-])=O.[K+].[K+] (potassium carbonate). Solvent: CN(C)C=O (DMF). Reaction conditions: time 19 hour. Product: COC(=O)C1=CC=C2C=CNC2=C1 (1H-Indole-6-carboxylic acid methyl ester). RXN SMILES: IC.[NH:3]1[C:11]2[C:6](=[CH:7][CH:8]=[C:9]([C:12]([OH:14])=[O:13])[CH:10]=2)[CH:5]=[CH:4]1.[C:15](=O)([O-])[O-].[K+].[K+]>CN(C=O)C>[CH3:15][O:13][C:12]([C:9]1[CH:10]=[C:11]2[C:6]([CH:5]=[CH:4][NH:3]2)=[CH:7][CH:8]=1)=[O:14] |f:2.3.4|. Procedure: Iodomethane (0.75 mL, 12.0 mmol) was added to a suspension of indole-6-carboxylic acid (1.68 g, 10.5 mmol) and potassium carbonate (2.16 g, 15.7 mmol) in DMF (30 mL) under argon. The reaction was stirred at room temperature for 19 hr. The reaction was quenched with sat. NH4Cl and extracted with ethyl acetate (2×). The combined organic layers were washed with brine, dried over Na2SO4, filtered, and concentrated. The crude product was purified by flash chromatography on silica gel (0-60% EtOAc:Hex... Starting materials: C1(\C=C/C(=O)O1)=O (maleic anhydride), C1=CC=CCC1 (1,3-cyclohexadiene). Run in C1(=CC=CC=C1)C (toluene). Run at temperature 25 celsius. Product: C12=C3C(C(CC1)CC2)C(=O)OC3=O (bicyclo[2.2.2]oct-en-2,3-dicarboxylic anhydride). RXN SMILES: [C:1]1(=[O:7])[O:6][C:4](=[O:5])[CH:3]=[CH:2]1.[CH:8]1[CH2:13][CH2:12][CH:11]=[CH:10][CH:9]=1>C1(C)C=CC=CC=1>[C:8]12[CH2:13][CH2:12][CH:11]([CH2:10][CH2:9]1)[CH:2]1[C:1]([O:6][C:4](=[O:5])[C:3]=21)=[O:7]. Procedure: To a solution of maleic anhydride (10.30 g) in toluene (100 ml) was added 1,3-cyclohexadiene (8.41 g). The mixture was refluxed for 3 hours. After cooling to 25° C., the solvent was evaporated at reduced pressure. The solid was recrystallized from EtOAC/hexane to yield bicyclo[2.2.2]oct-en-2,3-dicarboxylic anhydride as colorless crystals. The reactants are BrC1=CC=C(C=C1)C1C(=NOC1(O)C)C1=CC=C(C=C1)SC (4-(4-bromophenyl)-3-(4-methylthiophenyl)-5-methyl-4,5-dihydro-5-isoxazolol), BrC1=CC=C(C=C1)C1=NOC(C1C1=CC(=C(C=C1)SC)F)(O)C (3-(4-bromophenyl)-4-(3-fluoro-4-methylthiophenyl)-5-methyl-4,5-dihydro-5-isoxazolol). The product is BrC1=CC=C(C=C1)C=1C(=NOC1C)C1=CC=C(C=C1)SC (4-(4-Bromophenyl)-3-(4-methylthiophenyl)-5-methylisoxazole). RXN SMILES: [Br:1][C:2]1[CH:7]=[CH:6][C:5]([CH:8]2[C:12]([CH3:14])(O)[O:11][N:10]=[C:9]2[C:15]2[CH:20]=[CH:19][C:18]([S:21][CH3:22])=[CH:17][CH:16]=2)=[CH:4][CH:3]=1.BrC1C=CC(C2C(C3C=CC(SC)=C(F)C=3)C(C)(O)ON=2)=CC=1>>[Br:1][C:2]1[CH:7]=[CH:6][C:5]([C:8]2[C:9]([C:15]3[CH:20]=[CH:19][C:18]([S:21][CH3:22])=[CH:17][CH:16]=3)=[N:10][O:11][C:12]=2[CH3:14])=[CH:4][CH:3]=1. Reported procedure: The title compound was prepared according to the procedure of step 2 in the Example 168 using 4-(4-bromophenyl)-3-(4-methylthiophenyl)-5-methyl-4,5-dihydro-5-isoxazolol, instead of 3-(4-bromophenyl)-4-(3-fluoro-4-methylthiophenyl)-5-methyl-4,5-dihydro-5-isoxazolol. Starting materials: FC1=CC=C(C(=C1C(=O)O)I)C (6-fluoro-2-iodo-3-methylbenzoic acid), FC=1C(=C(N)C=CC1)C (3-fluoro-2-methylaniline). The product is FC1=C(C(=C(C(=O)O)C=C1)I)C (4-Fluoro-2-iodo-3-methylbenzoic acid). Reaction SMILES: F[C:2]1[C:7]([C:8]([OH:10])=[O:9])=[C:6]([I:11])[C:5]([CH3:12])=[CH:4][CH:3]=1.[F:13]C1C(C)=C(C=CC=1)N>>[F:13][C:4]1[CH:3]=[CH:2][C:7]([C:8]([OH:10])=[O:9])=[C:6]([I:11])[C:5]=1[CH3:12]. Procedure details: The title compound was prepared following the same general protocol as described for 6-fluoro-2-iodo-3-methylbenzoic acid in Example A352 using 3-fluoro-2-methylaniline. MS (ESI) 281 (M+H). The reactants are C(C(C)(C)C)(=O)OC[C@@H](OC(C)(C)C)C1=C(C2=C(N=C(S2)C2=CC(=CC=C2)OCC2=CC=CC=C2)C=C1C)C1=CC=C(C=C1)Cl ((S)-2-(2-(3-(benzyloxy)phenyl)-7-(4-chlorophenyl)-5-methylbenzo[d]thiazol-6-yl)-2-tert-butoxyethyl pivalate), [H][H] (hydrogen), N1=CC=CC=C1 (pyridine), O(S(=O)(=O)C(F)(F)F)S(=O)(=O)C(F)(F)F (Tf2O). The reagents and catalysts are [Pd] (Pd/C). The solvent is CCO.CCOC(=O)C (EtOH EtOAc). Conditions: temperature 0 celsius, time 1 hour. The product is C(C(C)(C)C)(=O)OC[C@H](C1=C(C2=C(N=C(S2)C2=CC(=CC=C2)OS(=O)(=O)C(F)(F)F)C=C1C)C1=CC=C(C=C1)Cl)OC(C)(C)C ((S)-2-tert-butoxy-2-(7-(4-chlorophenyl)-5-methyl-2-(3-(trifluoromethylsulfonyloxy)phenyl)benzo[d]thiazol-6-yl)ethyl pivalate). The yield is 82.5%. As a reaction SMILES: [C:1]([O:7][CH2:8][C@H:9]([C:15]1[C:37]([CH3:38])=[CH:36][C:18]2[N:19]=[C:20]([C:22]3[CH:27]=[CH:26][CH:25]=[C:24]([O:28]CC4C=CC=CC=4)[CH:23]=3)[S:21][C:17]=2[C:16]=1[C:39]1[CH:44]=[CH:43][C:42]([Cl:45])=[CH:41][CH:40]=1)[O:10][C:11]([CH3:14])([CH3:13])[CH3:12])(=[O:6])[C:2]([CH3:5])([CH3:4])[CH3:3].[H][H].N1C=CC=CC=1.[O:54](S(C(F)(F)F)(=O)=O)[S:55]([C:58]([F:61])([F:60])[F:59])(=O)=[O:56]>CCO.CCOC(C)=O.[Pd]>[C:1]([O:7][CH2:8][C@@H:9]([O:10][C:11]([CH3:14])([CH3:13])[CH3:12])[C:15]1[C:37]([CH3:38])=[CH:36][C:18]2[N:19]=[C:20]([C:22]3[CH:27]=[CH:26][CH:25]=[C:24]([O:28][S:55]([C:58]([F:61])([F:60])[F:59])(=[O:56])=[O:54])[CH:23]=3)[S:21][C:17]=2[C:16]=1[C:39]1[CH:40]=[CH:41][C:42]([Cl:45])=[CH:43][CH:44]=1)(=[O:6])[C:2]([CH3:4])([CH3:3])[CH3:5] |f:4.5|. Procedure details: To a solution of (S)-2-(2-(3-(benzyloxy)phenyl)-7-(4-chlorophenyl)-5-methylbenzo[d]thiazol-6-yl)-2-tert-butoxyethyl pivalate (410 mg, 0.638 mmol) in EtOH/EtOAc (1:1, 4 mL) was added Pd/C (10%, 600 mg). Then hydrogen balloon was attached to the flask, and the reaction was reacted at room temperature for 1 h. After the reaction was finished, the catalyst was removed over Celite pad and the solution was concentrated down to dryness. The residue was dissolved in DCM (5 mL), to the solution was added... Starting materials: Cc1cccc(C)c1NC(=O)CN1CCN(CC(O)COC2Cc3ccccc3C2)CC1, CC(C)O, OCc1ccc(C(F)(F)F)cc1. Product: Cc1cccc(C)c1NC(=O)CN1CCN(CC(O)COCc2ccc(C(F)(F)F)cc2)CC1. RXN SMILES: [CH3:1][c:2]1[c:3]([NH:9][C:10]([CH2:11][N:12]2[CH2:13][CH2:14][N:15]([CH2:18][CH:19]([CH2:20][O:21][CH:22]3[CH2:23][c:24]4[c:25]([cH:26][cH:27][cH:28][cH:29]4)[CH2:30]3)[OH:31])[CH2:16][CH2:17]2)=[O:32])[c:4]([CH3:8])[cH:5][cH:6][cH:7]1.[CH3:45][CH:46]([OH:47])[CH3:48].[F:33][C:34]([c:35]1[cH:36][cH:37][c:38]([CH2:39][OH:40])[cH:41][cH:42]1)([F:43])[F:44]>>[CH3:1][c:2]1[c:3]([NH:9][C:10]([CH2:11][N:12]2[CH2:13][CH2:14][N:15]([CH2:18][CH:19]([CH2:20][O:21][CH2:22][c:38]3[cH:37][cH:36][c:35]([C:34]([F:33])([F:43])[F:44])[cH:42][cH:41]3)[OH:31])[CH2:16][CH2:17]2)=[O:32])[c:4]([CH3:8])[cH:5][cH:6][cH:7]1. The reactants are [N+](=O)([O-])C=1C=C(N)C=CC1 (3-nitroaniline), N1=C(Cl)N=C(Cl)N=C1Cl (cyanuric chloride), [OH-].[Na+] (NaOH). The solvent is CC(=O)C (acetone), CC(=O)C (acetone). Reaction conditions: temperature 2.5 celsius. Yields the product ClC1=NC(=NC(=N1)Cl)NC1=CC(=CC=C1)[N+](=O)[O-] ((4,6-Dichloro-[1,3,5]triazin-2-yl)-(3-nitro-phenyl)-amine). As a reaction SMILES: [N:1]1[C:8]([Cl:9])=[N:7][C:5](Cl)=[N:4][C:2]=1[Cl:3].[N+:10]([C:13]1[CH:14]=[C:15]([CH:17]=[CH:18][CH:19]=1)[NH2:16])([O-:12])=[O:11].[OH-].[Na+]>CC(C)=O>[Cl:9][C:8]1[N:1]=[C:2]([Cl:3])[N:4]=[C:5]([NH:16][C:15]2[CH:17]=[CH:18][CH:19]=[C:13]([N+:10]([O-:12])=[O:11])[CH:14]=2)[N:7]=1 |f:2.3|. Procedure details: To cyanuric chloride (1.3307 g, 7.2 mmol) dissolved in acetone (15 mL) stirring at 0-5° C., was added a solution of 3-nitroaniline (1.0023 g, 7.2 mmol) in acetone (15 mL) followed by the addition of 2.5 N NaOH (2.9 mL, 7.2 mmol). The reaction mixture was allowed to stir at 0-5° C. for 1 hour under nitrogen. The reaction mixture was poured over crushed ice. The solid that formed was collected by vacuum filtration and the resulting solid was dried overnight under vacuum. The product was used with ...